Task: describe an organic reaction: reactants, conditions, products, and yield. Dataset: the Open Reaction Database (ORD), a public repository of structured organic reaction records Reactants: CC1(C(NC2=CC(=C(C=C12)NC(C)=O)[N+](=O)[O-])=O)C (N-(3,3-dimethyl-6-nitro-2-oxo-2,3-dihydro-1H-indol-5-yl)-acetamide), crude material, C1CCC2=NCCCN2CC1 (DBU), BrCC1OCCC1 (2-bromomethyl-tetrahydro-furan), C(=O)([O-])[O-].[K+].[K+] (K2CO3). The solvent is CO (MeOH). Product: NC=1C=C2C(C(N(C2=CC1[N+](=O)[O-])CC1OCCC1)=O)(C)C (5-Amino-3,3-dimethyl-6-nitro-1-(tetrahydro-furan-2-ylmethyl)-1,3-dihydro-indol-2-one). RXN SMILES: [CH3:1][C:2]1([CH3:19])[C:10]2[C:5](=[CH:6][C:7]([N+:15]([O-:17])=[O:16])=[C:8]([NH:11]C(=O)C)[CH:9]=2)[NH:4][C:3]1=[O:18].Br[CH2:21][CH:22]1[CH2:26][CH2:25][CH2:24][O:23]1.C([O-])([O-])=O.[K+].[K+].C1CCN2C(=NCCC2)CC1>CO>[NH2:11][C:8]1[CH:9]=[C:10]2[C:5](=[CH:6][C:7]=1[N+:15]([O-:17])=[O:16])[N:4]([CH2:21][CH:22]1[CH2:26][CH2:25][CH2:24][O:23]1)[C:3](=[O:18])[C:2]2([CH3:1])[CH3:19] |f:2.3.4|. Procedure: Analogously to general procedure (I) N-(3,3-dimethyl-6-nitro-2-oxo-2,3-dihydro-1H-indol-5-yl)-acetamide (2 g) is alkylated using 2-bromomethyl-tetrahydro-furan (1.7 ml; 15.2 mmol) and K2CO3 (2.1 g; 15.2 mmol) at 30° C. for 3 days. After aqueous work-up the crude material is de-acetylated in MeOH (150 ml) using DBU (2,3 ml) at reflux. After aqueous work-up and purification by RP chromatography 5-amino-3,3-dimethyl-6-nitro-1-(tetrahydro-furan-2-ylmethyl)-1,3-dihydro-indol-2-one (1.88 g) is obtaine... The reactants are C1CCOC1, COC(=Cc1ccc(OCCc2nc(-c3ccccc3)oc2C)c2ccsc12)C(=O)O, ClCCl, [H][H], CC(N)c1ccccc1. The product is COC(Cc1ccc(OCCc2nc(-c3ccccc3)oc2C)c2ccsc12)C(=O)O. Reaction SMILES: [CH2:46]1[O:47][CH2:48][CH2:49][CH2:50]1.[CH3:4][O:5][C:6]([C:7](=[O:8])[OH:9])=[CH:10][c:11]1[cH:12][cH:13][c:14]([O:20][CH2:21][CH2:22][c:23]2[n:24][c:25](-[c:29]3[cH:30][cH:31][cH:32][cH:33][cH:34]3)[o:26][c:27]2[CH3:28])[c:15]2[c:16]1[s:17][cH:18][cH:19]2.[Cl:1][CH2:2][Cl:3].[H:44][H:45].[c:35]1([CH:36]([NH2:37])[CH3:38])[cH:39][cH:40][cH:41][cH:42][cH:43]1>>[CH3:4][O:5][CH:6]([C:7](=[O:8])[OH:9])[CH2:10][c:11]1[cH:12][cH:13][c:14]([O:20][CH2:21][CH2:22][c:23]2[n:24][c:25](-[c:29]3[cH:30][cH:31][cH:32][cH:33][cH:34]3)[o:26][c:27]2[CH3:28])[c:15]2[c:16]1[s:17][cH:18][cH:19]2. Starting materials: C(C)(C)(C)OC(=O)NC(=NC(=O)OC(C)(C)C)N1CC2=CC(=CC=C2CC1)OCC1CCN(CC1)CCO (N,N′-di-tert-butoxycarbonyl-7-[1-(2-hydroxyethyl)-piperidin-4-ylmethoxy]-1,2,3,4-tetrahydroisoquinoline-2-carboxamidine), FC(C(=O)O)(F)F (trifluoroacetic acid), C(Cl)(Cl)Cl (chloroform). Run at time 5 hour. Yields the product Cl.Cl.OCCN1CCC(CC1)COC1=CC=C2CCN(CC2=C1)C(=N)N (7-[1-(2-Hydroxyethyl)piperidin-4-ylmethoxy]-1,2,3,4-tetrahydroisoquinoline-2-carboxamidine Dihydrochloride). RXN SMILES: C(OC([NH:8][C:9]([N:18]1[CH2:27][CH2:26][C:25]2[C:20](=[CH:21][C:22]([O:28][CH2:29][CH:30]3[CH2:35][CH2:34][N:33]([CH2:36][CH2:37][OH:38])[CH2:32][CH2:31]3)=[CH:23][CH:24]=2)[CH2:19]1)=[N:10]C(OC(C)(C)C)=O)=O)(C)(C)C.FC(F)(F)C(O)=O.C(Cl)(Cl)[Cl:47]>>[ClH:47].[ClH:47].[OH:38][CH2:37][CH2:36][N:33]1[CH2:34][CH2:35][CH:30]([CH2:29][O:28][C:22]2[CH:21]=[C:20]3[C:25]([CH2:26][CH2:27][N:18]([C:9]([NH2:10])=[NH:8])[CH2:19]3)=[CH:24][CH:23]=2)[CH2:31][CH2:32]1 |f:3.4.5|. Procedure: To a solution of N,N′-di-tert-butoxycarbonyl-7-[1-(2-hydroxyethyl)-piperidin-4-ylmethoxy]-1,2,3,4-tetrahydroisoquinoline-2-carboxamidine (60 mg) in chloroform (0.6 ml)solution was added trifluoroacetic acid (0.3 ml), and the mixture was stirred at room temperature for 5 hours. After completion of the reaction, the solvent was evaporated and to the obtained residue was added a hydrogen chloride—ethanol solution and insoluble material was removed. The resultant mixture was concentrated and dried u... The reactants are FC1=C(C=CC=C1F)CN1C2=CC=CC(=C2C=2C(=CC=CC12)O)C(=O)OC (9-[(2,3-difluorophenyl)methyl]-4-hydroxy-5-carbomethoxy carbazole), [OH-].[NH4+] (ammonium hydroxide), Cl (HCl). Run in C(C)(=O)OCC (ethyl acetate), C1CCOC1 (THF). Product: FC1=C(C=CC=C1F)CN1C2=CC=CC(=C2C=2C(=CC=CC12)O)C(N)=O (9-[(2,3-difluorophenyl)methyl]-4-hydroxy-5-carbamoyl carbazole). The yield is 65.0%. As a reaction SMILES: [F:1][C:2]1[C:7]([F:8])=[CH:6][CH:5]=[CH:4][C:3]=1[CH2:9][N:10]1[C:22]2[CH:21]=[CH:20][CH:19]=[C:18]([OH:23])[C:17]=2[C:16]2[C:11]1=[CH:12][CH:13]=[CH:14][C:15]=2[C:24]([O:26]C)=O.Cl.[OH-].[NH4+:30]>C1COCC1.C(OCC)(=O)C>[F:1][C:2]1[C:7]([F:8])=[CH:6][CH:5]=[CH:4][C:3]=1[CH2:9][N:10]1[C:22]2[CH:21]=[CH:20][CH:19]=[C:18]([OH:23])[C:17]=2[C:16]2[C:11]1=[CH:12][CH:13]=[CH:14][C:15]=2[C:24](=[O:26])[NH2:30] |f:2.3|. Reported procedure: A solution of the 9-[(2,3-difluorophenyl)methyl]-4-hydroxy-5-carbomethoxy carbazole (514 mg, 1.4 mM) in 5 mL THF and 20 mL concentrated aqueous ammonium hydroxide was stirred at room temperature for 94 hours. The mixture was diluted with ethyl acetate and acidified to pH 1 with 5 N HCl. The aqueous layer was extracted three times with ethyl acetate. The combined organic extracts were washed with H2O and saturated brine, dried over magnesium sulfate, filtered, and concentrated. The residue was pu... The reactants are OC(/C=C/C1C2CCC(C2CC1)=O)COC1=CC=CC=C1 ((E)-2-(3-hydroxy-4-phenoxybut-1-enyl)bicyclo[3,3,0]octan-6-one), N1C=NC=C1 (imidazole), O (water), (±)-(E)-2β-(3β-hydroxy-4-phenoxybut-1-enyl)bicyclo[3,3,0]octan-6-one, C(C)(C)(C)[Si](Cl)(C)C (tert-butyldimethylchlorosilane). Run in CN(C=O)C (dimethylformamide). Reaction conditions: time 2 hour. Yields the product [Si](C)(C)(C(C)(C)C)OC(/C=C/C1C2CCC(C2CC1)=O)COC1=CC=CC=C1 ((E)-2-(3-tert-butyldimethylsilyloxy-4-phenoxybut-1-enyl)bicyclo[3,3,0]octan-6-one). Isolated yield 110.9%. Reaction SMILES: [OH:1][CH:2]([CH2:14][O:15][C:16]1[CH:21]=[CH:20][CH:19]=[CH:18][CH:17]=1)/[CH:3]=[CH:4]/[CH:5]1[CH2:12][CH2:11][CH:10]2[CH:6]1[CH2:7][CH2:8][C:9]2=[O:13].[C:22]([Si:26]([CH3:29])([CH3:28])Cl)([CH3:25])([CH3:24])[CH3:23].N1C=CN=C1.O>CN(C)C=O>[Si:26]([O:1][CH:2]([CH2:14][O:15][C:16]1[CH:17]=[CH:18][CH:19]=[CH:20][CH:21]=1)/[CH:3]=[CH:4]/[CH:5]1[CH2:12][CH2:11][CH:10]2[CH:6]1[CH2:7][CH2:8][C:9]2=[O:13])([C:22]([CH3:25])([CH3:24])[CH3:23])([CH3:29])[CH3:28]. Procedure: A mixture of (E)-2-(3-hydroxy-4-phenoxybut-1-enyl)bicyclo[3,3,0]octan-6-one (49 mg), the less polar component prepared as described in Reference Example 45 and in the form of (±)-(E)-2β-(3β-hydroxy-4-phenoxybut-1-enyl)bicyclo[3,3,0]octan-6-one, tert-butyldimethylchlorosilane (31 mg), and imidazole (29 mg) in dimethylformamide (0.116 ml) was stirred at the ambient temperature for 2 hours. The mixture was then treated with water (10 ml) and extracted with diethyl ether. The extract was washed with... The reactants are ClC=1C=C(C=C2C=CC(NC12)(C)C)C(C(=O)OC)C (methyl 2-(8-chloro-1,2-dihydro-2,2-dimethylquinolin-6-yl)propionate), CO (methanol), C([O-])([O-])=O.[K+].[K+] (potassium carbonate). The reagents and catalysts are [Pd](Cl)Cl (palladium chloride). Run in C1=CC=CC=C1 (benzene). Reaction conditions: time 6 hour. Yields the product ClC=1C=C(C=C2C(CC(NC12)(C)C)=O)C(C(=O)OC)C (methyl 2-(8-chloro-1,2,3,4-tetrahydro-2,2-dimethyl-4-oxoquinolin-6-yl)propionate). Isolated yield 28.4%. As a reaction SMILES: [Cl:1][C:2]1[CH:3]=[C:4]([CH:14]([CH3:19])[C:15]([O:17][CH3:18])=[O:16])[CH:5]=[C:6]2[C:11]=1[NH:10][C:9]([CH3:13])([CH3:12])[CH:8]=[CH:7]2.CO.C(=O)([O-])[O-:23].[K+].[K+]>[Pd](Cl)Cl.C1C=CC=CC=1>[Cl:1][C:2]1[CH:3]=[C:4]([CH:14]([CH3:19])[C:15]([O:17][CH3:18])=[O:16])[CH:5]=[C:6]2[C:11]=1[NH:10][C:9]([CH3:12])([CH3:13])[CH2:8][C:7]2=[O:23] |f:2.3.4|. Procedure: 1.0 g of methyl 2-(8-chloro-1,2-dihydro-2,2-dimethylquinolin-6-yl)propionate was added to 20 ml of methanol. 2.0 g of palladium chloride was further added to the solution, and the mixture was stirred at 55°-60° C. for 6 hours. After cooling, 2 g of potassium carbonate and benzene were added to the mixture, then the mixture was further stirred. The precipitates were filtered off and washed with benzene. The filtrate and the wash were combined and concentrated, followed by addition of dilute aqueo... The reactants are C(C)(=O)Cl (Acetyl chloride), CO (methanol), CC=1SC=C(N1)C(C#N)O[Si](C)(C)C (2-(2-methyl-1,3-thiazol-4-yl)-2-[(trimethylsilyl)oxy]acetonitrile), CO (methanol). Run at time 30 minute. Yields the product OC(C(=O)OC)C=1N=C(SC1)C (methyl 2-hydroxy-2-(2-methyl-1,3-thiazol-4-yl)acetate). Isolated yield 90.0%. Reaction SMILES: [C:1](Cl)(=[O:3])C.[CH3:5][C:6]1[S:7][CH:8]=[C:9]([CH:11]([O:14][Si](C)(C)C)[C:12]#N)[N:10]=1.C[OH:20]>>[OH:14][CH:11]([C:9]1[N:10]=[C:6]([CH3:5])[S:7][CH:8]=1)[C:12]([O:3][CH3:1])=[O:20]. Procedure: Acetyl chloride 725 μL, 10.2 mmol) was dropped at 0° C. in methanol (10 mL). After 30 minutes, a solution of 2-(2-methyl-1,3-thiazol-4-yl)-2-[(trimethylsilyl)oxy]acetonitrile (15a) (3.93 mmol) in methanol (30 mL) was added at 0° C. to the reaction. The mixture was then warmed at room temperature for 20 hours and concentrated under vacuum. A saturated aqueous solution of sodium bicarbonate (20 mL) was added to the residue and extracted with dichloromethane (2×20 mL). The organic layer was washed ...